From a dataset of the Open Reaction Database (ORD), a public repository of structured organic reaction records. describe an organic reaction: reactants, conditions, products, and yield The reactants are Cc1nn(COCC[Si](C)(C)C)c2ccc(Br)cc12, CCOC(C)=O, CN1CCCC1=O, N#C[Na], Br[Ni]Br. Product: Cc1nn(COCC[Si](C)(C)C)c2ccc(C#N)cc12. Reaction SMILES: [Br:1][c:2]1[cH:3][c:4]2[c:5]([CH3:19])[n:6][n:7]([CH2:11][O:12][CH2:13][CH2:14][Si:15]([CH3:16])([CH3:17])[CH3:18])[c:8]2[cH:9][cH:10]1.[CH3:23][CH2:24][O:25][C:26](=[O:27])[CH3:28].[CH3:29][N:30]1[CH2:31][CH2:32][CH2:33][C:34]1=[O:35].[Na:20][C:21]#[N:22].[Ni:36]([Br:37])[Br:38]>>[c:2]1([C:21]#[N:22])[cH:3][c:4]2[c:5]([CH3:19])[n:6][n:7]([CH2:11][O:12][CH2:13][CH2:14][Si:15]([CH3:16])([CH3:17])[CH3:18])[c:8]2[cH:9][cH:10]1. Reaction conditions: temperature 60 celsius. Run in C(C)(=O)O.O (acetic acid H2O). Starting materials: NN1C(NC2=C(C1=O)SC=C2)=O (3-amino-1H-thieno[3,2-d]pyrimidine-2,4-dione), N(=O)[O-].[Na+] (sodium nitrite). Yields the product N1C(NC(C2=C1C=CS2)=O)=O (1H-Thieno[3,2-d]pyrimidine-2,4-dione). Yield: 49.2%. Reported procedure: To a solution of 3-amino-1H-thieno[3,2-d]pyrimidine-2,4-dione (1.70 g, 9.3 mmol) in a 1:1 mixture of acetic acid/H2O (155 mL) was added sodium nitrite (1.92 g, 27.8 mmol) portion-wise. The reaction mixture was heated to 60° C. until the evolution of brown gas ceased (2 h). Acetic acid was removed under reduced pressure and the solution was cooled to 0° C. The resulting white solid was collected by filtration to afford 0.77 g of the desired product. MS: 167.3. 1H NMR (400 MHz, d6-N,N-dimethylsulf... As a reaction SMILES: N[N:2]1[C:7](=[O:8])[C:6]2[S:9][CH:10]=[CH:11][C:5]=2[NH:4][C:3]1=[O:12].N([O-])=O.[Na+]>C(O)(=O)C.O>[NH:4]1[C:5]2[CH:11]=[CH:10][S:9][C:6]=2[C:7](=[O:8])[NH:2][C:3]1=[O:12] |f:1.2,3.4|. Reactants: intermediate A1, BrC=1C=CC=2N(C1)N=C(N2)NC(C2=CN=CC=C2)=O (N-(6-bromo[1,2,4]triazolo[1,5-a]pyridin-2-yl)nicotinamide), COC=1C=C(C=CC1)B(O)O (3-methoxybenzeneboronic acid). The product is COC=1C=C(C=CC1)C=1C=CC=2N(C1)N=C(N2)NC(C2=CN=CC=C2)=O (N-[6-(3-methoxyphenyl)[1,2,4]triazolo[1,5-a]pyridin-2-yl]nicotinamide). The yield is 51.9%. RXN SMILES: Br[C:2]1[CH:3]=[CH:4][C:5]2[N:6]([N:8]=[C:9]([NH:11][C:12](=[O:19])[C:13]3[CH:18]=[CH:17][CH:16]=[N:15][CH:14]=3)[N:10]=2)[CH:7]=1.[CH3:20][O:21][C:22]1[CH:23]=[C:24](B(O)O)[CH:25]=[CH:26][CH:27]=1>>[CH3:20][O:21][C:22]1[CH:27]=[C:26]([C:2]2[CH:3]=[CH:4][C:5]3[N:6]([N:8]=[C:9]([NH:11][C:12](=[O:19])[C:13]4[CH:18]=[CH:17][CH:16]=[N:15][CH:14]=4)[N:10]=3)[CH:7]=2)[CH:25]=[CH:24][CH:23]=1. Reported procedure: The title compound was prepared following procedure described for intermediate A1 step a), but starting from N-(6-bromo[1,2,4]triazolo[1,5-a]pyridin-2-yl)nicotinamide ((B6), 75 mg; 0.24 mmol; 1.0 eq.) and 3-methoxybenzeneboronic acid (71 mg; 0.47 mmol; 2.0 eq.). Purification by flash chromatography on silica (MeOH/DCM, gradient from 0:100 to 10:90) gave the title compound as a beige powder (43 mg, 53%). HPLC, Rt: 2.41 min. (purity 99.2%). LC/MS, M+(ESI): 346.4, M−(ESI): 344.4. Starting materials: O (water), COC=1C=C2C3(CN(CC2=CC1OC)C)OC1=C(C3)C=CC=C1 (6',7'-dimethoxy-2'-methylspiro[benzofuran-2(3H),4'(2'H)-isoquinoline]), ClC(=O)OCC (ethyl chloroformate), C([O-])([O-])=O.[K+].[K+] (potassium carbonate). The solvent is C1=CC=CC=C1 (benzene). Yields the product COC=1C=C2C3(CN(CC2=CC1OC)C(=O)OCC)OC1=C(C3)C=CC=C1 (6',7'-Dimethoxy-2'-ethoxycarbonylspiro[benzofuran-2(3H),4'(2'H)-isoquinoline]). Yield: 61.0%. As a reaction SMILES: [CH3:1][O:2][C:3]1[CH:4]=[C:5]2[C:10](=[CH:11][C:12]=1[O:13][CH3:14])[CH2:9][N:8](C)[CH2:7][C:6]12[CH2:19][C:18]2[CH:20]=[CH:21][CH:22]=[CH:23][C:17]=2[O:16]1.Cl[C:25]([O:27][CH2:28][CH3:29])=[O:26].C(=O)([O-])[O-].[K+].[K+].O>C1C=CC=CC=1>[CH3:1][O:2][C:3]1[CH:4]=[C:5]2[C:10](=[CH:11][C:12]=1[O:13][CH3:14])[CH2:9][N:8]([C:25]([O:27][CH2:28][CH3:29])=[O:26])[CH2:7][C:6]12[CH2:19][C:18]2[CH:20]=[CH:21][CH:22]=[CH:23][C:17]=2[O:16]1 |f:2.3.4|. Procedure: A mixture of 6',7'-dimethoxy-2'-methylspiro[benzofuran-2(3H),4'(2'H)-isoquinoline] (20.6 g), ethyl chloroformate (10.9 g) and potassium carbonate (20 g) in dry benzene (400 ml) is heated under reflux overnight. The reaction mixture is cooled and stirred with water (200 ml) for 15 minutes. The organic phase is washed with water, diluted hydrochloric acid, saturated sodium chloride solution and dried over anhydrous magnesium sulfate. After filtering, the solvent is removed to yield 14.9 g of produ... As a reaction SMILES: C([O-])(O)=O.[Na+].[NH:6]1[CH2:10][CH2:9][CH2:8][C@@H:7]1[CH2:11][OH:12].[Br:13][C:14]1[CH:19]=[CH:18][C:17]([S:20](Cl)(=[O:22])=[O:21])=[CH:16][CH:15]=1>C(Cl)Cl>[Br:13][C:14]1[CH:19]=[CH:18][C:17]([S:20]([N:6]2[CH2:10][CH2:9][CH2:8][C@@H:7]2[CH2:11][OH:12])(=[O:22])=[O:21])=[CH:16][CH:15]=1 |f:0.1|. The yield is 90.6%. Procedure: To a mixture of sat aq. NaHCO3 (44 g, 0.53 mol), CH2Cl2 (400 mL) and (R)-pyrolidin-2-yl-methanol (53 g, 0.53 mol) was added 4-bromo-benzenesulfonyl chloride (130 g, 0.50 mol) in CH2Cl2 (100 mL). The reaction was stirred at 20° C. overnight. The organic phase was separated and dried over Na2SO4. Evaporation of the solvent under reduced pressure provided (R)-[1-(4-bromo-benzenesulfonyl)-pyrrolidin-2-yl]-methanol (145 g, crude), which was used in the next step without further purification. 1H NMR (... Solvent: C(Cl)Cl (CH2Cl2), C(Cl)Cl (CH2Cl2). Reaction conditions: temperature 20 celsius, time 8 hour. Starting materials: C(=O)(O)[O-].[Na+] (NaHCO3), N1[C@H](CCC1)CO ((R)-pyrolidin-2-yl-methanol), BrC1=CC=C(C=C1)S(=O)(=O)Cl (4-bromo-benzenesulfonyl chloride). Product: BrC1=CC=C(C=C1)S(=O)(=O)N1[C@H](CCC1)CO ((R)-[1-(4-bromo-benzenesulfonyl)-pyrrolidin-2-yl]-methanol). As a reaction SMILES: [C:40]([c:41]1[cH:42][cH:43][cH:44][cH:45][cH:46]1)(=[O:47])[Cl:48].[CH:1](=[CH:2][c:3]1[cH:4][cH:5][cH:6][cH:7][cH:8]1)[c:9]1[n:10][n:11]([CH2:26][O:27][CH2:28][CH2:29][Si:30]([CH3:31])([CH3:32])[CH3:33])[c:12]2[cH:13][c:14]([NH:18][c:19]3[cH:20][c:21]([NH2:25])[cH:22][cH:23][cH:24]3)[cH:15][cH:16][c:17]12.[Cl:49][CH2:50][Cl:51].[cH:34]1[cH:35][cH:36][n:37][cH:38][cH:39]1>>[CH:1](=[CH:2][c:3]1[cH:4][cH:5][cH:6][cH:7][cH:8]1)[c:9]1[n:10][n:11]([CH2:26][O:27][CH2:28][CH2:29][Si:30]([CH3:31])([CH3:32])[CH3:33])[c:12]2[cH:13][c:14]([NH:18][c:19]3[cH:20][c:21]([NH:25][C:40]([c:41]4[cH:42][cH:43][cH:44][cH:45][cH:46]4)=[O:47])[cH:22][cH:23][cH:24]3)[cH:15][cH:16][c:17]12. The reactants are O=C(Cl)c1ccccc1, C[Si](C)(C)CCOCn1nc(C=Cc2ccccc2)c2ccc(Nc3cccc(N)c3)cc21, ClCCl, c1ccncc1. The product is C[Si](C)(C)CCOCn1nc(C=Cc2ccccc2)c2ccc(Nc3cccc(NC(=O)c4ccccc4)c3)cc21. The reactants are C(C)(C)C1C2C(C(CC1C#N)C2)(C)C (2-isopropyl-6,6-dimethyl-bicyclo[3.1.1]heptane-3-carbonitrile), C(C)(C)C1C2C(C(CC1CN1C(NC(C1=O)(CC1=CC=NC=C1)CC1=CC=NC=C1)=CC(=O)C1=CC=C(C#N)C=C1)C2)(C)C (4-{[1-(2-Isopropyl-6,6-dimethyl-bicyclo[3.1.1]hept-3-ylmethyl)-5-Oxo-4,4-bis-pyridin-4-ylmethyl-imidazolidin-2-ylidene]-acetyl}-benzonitrile), [N-]=C=S (isothiocyanate). Product: C(C)(C)C1C2C(C(CC1CN=C=S)C2)(C)C (2-Isopropyl-3-isothiocyanatomethyl-6,6-dimethyl-bicyclo[3.1.1]heptane). Reaction SMILES: [CH:1]([CH:4]1[CH:9]([C:10]#[N:11])[CH2:8][CH:7]2[CH2:12][CH:5]1[C:6]2([CH3:14])[CH3:13])([CH3:3])[CH3:2].C(C1C(CN2C(=O)C(CC3C=CN=CC=3)(CC3C=CN=CC=3)NC2=CC(C2C=CC(C#N)=CC=2)=O)CC2CC1C2(C)C)(C)C.[N-]=[C:60]=[S:61]>>[CH:1]([CH:4]1[CH:9]([CH2:10][N:11]=[C:60]=[S:61])[CH2:8][CH:7]2[CH2:12][CH:5]1[C:6]2([CH3:14])[CH3:13])([CH3:3])[CH3:2]. Reported procedure: The same procedure that was used in example 1 was followed except that 2-isopropyl-3-isothiocyanatomethyl-6,6-dimethyl-bicyclo[3.1.1]heptane was used in the place of (+)-3-pinanemethyl isothiocyanate in step D to give the titled compound as a tan solid. 2-Isopropyl-3-isothiocyanatomethyl-6,6-dimethyl-bicyclo[3.1.1]heptane was prepared by reduction of 2-isopropyl-6,6-dimethyl-bicyclo[3.1.1]heptane-3-carbonitrile to the requisite amine following the procedure in step C of example 42 and subsequent... The reactants are C1(=CC=CC=C1)OC (Anisole), C(\C(\C)=C\C)(=O)Cl (tigloyl chloride), [Cl-].[Al+3].[Cl-].[Cl-] (aluminium chloride). The product is COC1=CC=C(C=C1)C(\C(\C)=C\C)=O (1-methoxy-4-tigloylbenzene). Procedure: Anisole (128 mg), tigloyl chloride (140 mg), and aluminium chloride (155 mg) were reacted in dichloromethane (1.5 mL) at from 0° C. to room temperature for 4 hours. The resultant was treated in the same manner as described in Example 1 to obtain the title compound (63 mg). Run in ClCCl (dichloromethane). As a reaction SMILES: [C:1]1([O:7][CH3:8])[CH:6]=[CH:5][CH:4]=[CH:3][CH:2]=1.[C:9](Cl)(=[O:14])/[C:10](=[CH:12]/[CH3:13])/[CH3:11].[Cl-].[Al+3].[Cl-].[Cl-]>ClCCl>[CH3:8][O:7][C:1]1[CH:6]=[CH:5][C:4]([C:9](=[O:14])/[C:10](=[CH:12]/[CH3:13])/[CH3:11])=[CH:3][CH:2]=1 |f:2.3.4.5|. Isolated yield 28.0%. Solvent: CS(=O)C (dimethylsulfoxide). RXN SMILES: [OH:1][C:2]1[CH:7]=[CH:6][C:5]([C:8]2[N:13]([CH3:14])[C:12](=[O:15])[C:11]3[N:16]=[CH:17][CH:18]=[CH:19][C:10]=3[N:9]=2)=[CH:4][CH:3]=1.[CH2:20]([CH:22]1[O:24][CH2:23]1)Br>CS(C)=O>[O:24]1[CH:22]([CH3:20])[CH:23]1[O:1][C:2]1[CH:3]=[CH:4][C:5]([C:8]2[N:13]([CH3:14])[C:12](=[O:15])[C:11]3[N:16]=[CH:17][CH:18]=[CH:19][C:10]=3[N:9]=2)=[CH:6][CH:7]=1. Reactants: ice water, OC1=CC=C(C=C1)C1=NC2=C(C(N1C)=O)N=CC=C2 (2-(4-hydroxy-phenyl)-3-methyl-3,4-dihydro-pyrido[2,3-e]-pyrimidin-4-one), C(Br)C1CO1 (epibromohydrin), potassium tert. butylate. Reaction conditions: time 1 hour. Reported procedure: 9.4 gm (0.037 mol) of 2-(4-hydroxy-phenyl)-3-methyl-3,4-dihydro-pyrido[2,3-e]-pyrimidin-4-one were dissolved in 100 ml of dimethylsulfoxide, and the solution was mixed, while stirring with 4.5 gm (0.04 mol) of potassium tert. butylate. After a clear solution was formed, 9.4 ml of epibromohydrin were added, and the reaction mixture was stirred for one hour at room temperature. Thereafter, it was poured into 600 ml of ice water, and the resulting crystalline product was suction-filtered off and dr... Yields the product O1C(C1C)OC1=CC=C(C=C1)C1=NC2=C(C(N1C)=O)N=CC=C2 (2-[4-(1,2-Epoxy-propoxy)-phenyl]-3-methyl-3,4-dihydro-pyrido[2,3-e]pyrimidin-4-one). Starting materials: OC=1C=NC=CC1 (3-Hydroxypyridine), [H-].[Na+] (sodium hydride), CS(=O)C (DMSO), COC([C@@H](NC(C1=C(C=C(C=C1)OS(=O)(=O)C1=CC=C(C=C1)C)C1=CC=CC=C1)=O)CCSC)=O (4-(p-Toluenesulfonyloxy)-2-phenylbenzoylmethionine methyl ester). Run in O (water), C(C)(=O)OCC (ethyl acetate). Yields the product COC([C@@H](NC(C1=C(CC(C=C1)=COC=1C=NC=CC1)C1=CC=CC=C1)=O)CCSC)=O (4-(3-Pyridyloxymethylene)-2-phenylbenzoylmethionine methyl ester). RXN SMILES: [OH:1][C:2]1[CH:3]=[N:4][CH:5]=[CH:6][CH:7]=1.[H-].[Na+].[CH3:10][O:11][C:12](=[O:44])[C@H:13]([CH2:40][CH2:41][S:42][CH3:43])[NH:14][C:15](=[O:39])[C:16]1[CH:21]=[CH:20][C:19](OS(C2C=CC(C)=CC=2)(=O)=O)=[CH:18][C:17]=1[C:33]1[CH:38]=[CH:37][CH:36]=[CH:35][CH:34]=1.[CH3:45]S(C)=O>O.C(OCC)(=O)C>[CH3:10][O:11][C:12](=[O:44])[C@H:13]([CH2:40][CH2:41][S:42][CH3:43])[NH:14][C:15](=[O:39])[C:16]1[CH:21]=[CH:20][C:19](=[CH:45][O:1][C:2]2[CH:3]=[N:4][CH:5]=[CH:6][CH:7]=2)[CH2:18][C:17]=1[C:33]1[CH:38]=[CH:37][CH:36]=[CH:35][CH:34]=1 |f:1.2|. Procedure: 3-Hydroxypyridine (1.0 equivalent) is treated with sodium hydride (1.0 equivalent) in DMSO, then the resultant compound from Example 27A (1.0 equivalent) is added. When judged complete by TLC analysis, the reaction is diluted with water and ethyl acetate, the organic layer is dried and concentrated, and the crude title compound is purified by chromatography on silica gel.